Dataset: the Open Reaction Database (ORD), a public repository of structured organic reaction records. Task: describe an organic reaction: reactants, conditions, products, and yield The reactants are C[C@@H](CC=1C=CC=CC1)NC (methamphetamine), C[C@@H](CC=1C=CC=CC1)NC (methamphetamine), C([O-])([O-])=O.[Na+].[Na+].C([O-])(O)=O (sodium carbonate bicarbonate). Run at time 30 minute. Yields the product C[C@@H]([C@H](C=1C=CC=CC1)O)NC (Pseudoephedrine). RXN SMILES: [CH3:1][C@H:2]([NH:10][CH3:11])[CH2:3][C:4]1[CH:5]=[CH:6][CH:7]=[CH:8][CH:9]=1.C(=O)([O-])[O-:13].[Na+].[Na+].C(=O)(O)[O-]>>[CH3:1][C@H:2]([NH:10][CH3:11])[C@@H:3]([OH:13])[C:4]1[CH:5]=[CH:6][CH:7]=[CH:8][CH:9]=1 |f:1.2.3.4|. Procedure details: 96-well microtitre plates were coated overnight at room temperature with monoclonal anti-methamphetamine antibody (East Coast Biologicals, USA) at 5 :g/ml, 100 :l/well, in 50 mM sodium carbonate/bicarbonate buffer, pH 9.6. The plate was washed 3 times with wash buffer and blocked in the same buffer for 30 minutes. 3-fold dilutions in assay buffer of the enzyme-drug conjugate (100 :l/well) were added. After 30 minutes incubation at room temperature, the plate was washed 3 times and the substrate ... Starting materials: COC(=O)C1=CN2CCOC3=C(C2=N1)C=CC(=C3)Br (8-Bromo-4,5-dihydro-6-oxa-1,3a-diaza-benzo[e]azulene-2-carboxylic acid methyl ester), [OH-].[Li+] (lithium hydroxide), Cl (HCl). Run in O1CCCC1 (tetrahydrofuran), O (water). Conditions: temperature 45 celsius, time 2 hour. Product: BrC1=CC2=C(C3=NC(=CN3CCO2)C(=O)O)C=C1 (8-Bromo-4,5-dihydro-6-oxa-1,3a-diaza-benzo[e]azulene-2-carboxylic acid). Isolated yield 89.9%. Reaction SMILES: C[O:2][C:3]([C:5]1[N:14]=[C:13]2[N:7]([CH2:8][CH2:9][O:10][C:11]3[CH:18]=[C:17]([Br:19])[CH:16]=[CH:15][C:12]=32)[CH:6]=1)=[O:4].[OH-].[Li+].Cl>O1CCCC1.O>[Br:19][C:17]1[CH:16]=[CH:15][C:12]2[C:13]3[N:7]([CH2:8][CH2:9][O:10][C:11]=2[CH:18]=1)[CH:6]=[C:5]([C:3]([OH:4])=[O:2])[N:14]=3 |f:1.2|. Procedure: To a solution of 8-Bromo-4,5-dihydro-6-oxa-1,3a-diaza-benzo[e]azulene-2-carboxylic acid methyl ester (1.000 g, 0.003095 mol) in tetrahydrofuran (7.50 mL) and water (4.5 mL) was added lithium hydroxide (0.2964 g, 0.01238 mol). The reaction was stirred at 45° C. for 2 h. The mixture was acidified to pH=1 with 2N HCl. The resulting precipitate was filtered and rinsed with cold water to obtain 8-Bromo-4,5-dihydro-6-oxa-1,3a-diaza-benzo[e]azulene-2-carboxylic acid (860 mg) as an off-white solid. MS (...